This data is from the Open Reaction Database (ORD), a public repository of structured organic reaction records. The task is: describe an organic reaction: reactants, conditions, products, and yield Reactants: O (water), O=C1CC(CC1)C1=NC=2N(C(N(C(C2N1)=O)CCC)=O)CCC (8-(3-oxocyclopentyl)-1,3-dipropyl-7H-purine-2,6-dione), C(C1=CC=CC=C1)Br (benzylbromide), C([O-])([O-])=O.[K+].[K+] (potassium carbonate). Run in CN(C=O)C (dimethylformamide). Reaction conditions: time 20 minute. Yields the product C(C1=CC=CC=C1)N1C(=NC=2N(C(N(C(C12)=O)CCC)=O)CCC)C1CC(CC1)=O (7-Benzyl-8-(3-oxocyclopentyl)-1,3-dipropylpurine-2,6-dione). As a reaction SMILES: [O:1]=[C:2]1[CH2:6][CH2:5][CH:4]([C:7]2[NH:15][C:14]3[C:13](=[O:16])[N:12]([CH2:17][CH2:18][CH3:19])[C:11](=[O:20])[N:10]([CH2:21][CH2:22][CH3:23])[C:9]=3[N:8]=2)[CH2:3]1.C(=O)([O-])[O-].[K+].[K+].[CH2:30](Br)[C:31]1[CH:36]=[CH:35][CH:34]=[CH:33][CH:32]=1.O>CN(C)C=O>[CH2:30]([N:15]1[C:14]2[C:13](=[O:16])[N:12]([CH2:17][CH2:18][CH3:19])[C:11](=[O:20])[N:10]([CH2:21][CH2:22][CH3:23])[C:9]=2[N:8]=[C:7]1[CH:4]1[CH2:5][CH2:6][C:2](=[O:1])[CH2:3]1)[C:31]1[CH:36]=[CH:35][CH:34]=[CH:33][CH:32]=1 |f:1.2.3|. Reported procedure: 10.0 g (0.031 mol) of 8-(3-oxocyclopentyl)-1,3-dipropyl-7H-purine-2,6-dione are dissolved in 30 ml of absolute dimethylformamide and after the addition of 4.6 g (0.033 mol) of potassium carbonate the mixture is stirred for 20 minutes at ambient temperature. 5.7 g (0.033 mol) of benzylbromide are added dropwise, the mixture is stirred for a further 40 minutes and the reaction is ended by the addition of water. The solution is evaporated down, the residue is taken up in water and extracted with di... The reactants are C(C1=CC=CC=C1)(=O)[C@@H]1[C@]2(C)[C@@H](CC1)[C@@H]1CCC=3C=C(C=CC3[C@H]1CC2)C(=O)OC (methyl 17β-benzoyl-estra-1,3,5(10)-triene-3-carboxylate), C(=O)([O-])[O-].[K+].[K+] (K2CO3), O (water). The solvent is CO (methanol). The product is C(C1=CC=CC=C1)(=O)[C@@H]1[C@]2(C)[C@@H](CC1)[C@@H]1CCC=3C=C(C=CC3[C@H]1CC2)C(=O)O (17β-Benzoyl-estra-1,3,5(10)-triene-3-carboxylic Acid). RXN SMILES: [C:1]([C@H:9]1[CH2:14][CH2:13][C@H:12]2[C@H:15]3[C@H:24]([CH2:25][CH2:26][C@:10]12[CH3:11])[C:23]1[CH:22]=[CH:21][C:20]([C:27]([O:29]C)=[O:28])=[CH:19][C:18]=1[CH2:17][CH2:16]3)(=[O:8])[C:2]1[CH:7]=[CH:6][CH:5]=[CH:4][CH:3]=1.C([O-])([O-])=O.[K+].[K+].O>CO>[C:1]([C@H:9]1[CH2:14][CH2:13][C@H:12]2[C@H:15]3[C@H:24]([CH2:25][CH2:26][C@:10]12[CH3:11])[C:23]1[CH:22]=[CH:21][C:20]([C:27]([OH:29])=[O:28])=[CH:19][C:18]=1[CH2:17][CH2:16]3)(=[O:8])[C:2]1[CH:7]=[CH:6][CH:5]=[CH:4][CH:3]=1 |f:1.2.3|. Procedure: A mixture of methyl 17β-benzoyl-estra-1,3,5(10)-triene-3-carboxylate (60 mg, 0.15 mmol), K2CO3 (60 mg, 0.44 mmol), water (1 mL), and methanol (9 mL) was heated at reflux for 5 h. The volatiles were then removed at reduced pressure and the residue was diluted with water, acidified with dilute aqueous HCl, and extracted with EtOAc. The organic extract was washed with water and brine, dried, and evaporated to dryness. Trituration of the residue with acetone and methanol provided the title compound ...